From a dataset of the Open Reaction Database (ORD), a public repository of structured organic reaction records. describe an organic reaction: reactants, conditions, products, and yield Starting materials: C(C)C(C(=O)O)CCCC (2-ethylhexanoic acid), [OH-].[Na+] (sodium hydroxide), aqueous solution, [OH-].[Na+] (sodium hydroxide), C(CCC)[Sn](Cl)(Cl)Cl (monobutyltin trichloride). Solvent: O (water), O (water). Run at time 2 hour. Yields the product C(C)C(C(=O)[O-])CCCC.C(CCC)[Sn+] (monobutyltin mono(2-ethylhexanoate)). Isolated yield 94.0%. Reaction SMILES: [CH2:1]([Sn:5](Cl)(Cl)Cl)[CH2:2][CH2:3][CH3:4].[OH-].[Na+].[CH2:11]([CH:13]([CH2:17][CH2:18][CH2:19][CH3:20])[C:14]([OH:16])=[O:15])[CH3:12]>O>[CH2:11]([CH:13]([CH2:17][CH2:18][CH2:19][CH3:20])[C:14]([O-:16])=[O:15])[CH3:12].[CH2:1]([Sn+:5])[CH2:2][CH2:3][CH3:4] |f:1.2,5.6|. Procedure details: A 500-ml four-necked flask equipped with a stirrer, a thermometer, a dropping funnel and a Liebig condenser is charged with 28.2 g (0.1 mole) of monobutyltin trichloride and 200 ml of deionized water. The contents are warmed to 20°-30° C., and 32 g of a 25% aqueous solution of sodium hydroxide (0.2 mole) is gradually added dropwise. White crystals precipitate out. After the addition, the mixture is stirred at 20°-30° C. for 2 hours. Then, 100 ml of hexane is added, followed by gradual dropwise a... The reactants are C(#C)C=1C=C(C#N)C=C(C1)F (3-ethynyl-5-fluorobenzonitrile), C(C)(C)(C)OC(N(C)C1=NC(=C(C2=C1N=CN2C)I)N)=O (tert-Butyl-6-amino-7-iodo-1-methyl-1H-imidazo[4,5-c]pyridin-4-yl(methyl)carbamate), C(#C)C=1C=C(C#N)C=C(C1)F (3-ethynyl-5-fluorobenzonitrile), C(C)(C)NC(C)C (diisopropylamine), CN(C=O)C (N,N-dimethylformamide). Reagents/catalysts: Cl[Pd]([P](C1=CC=CC=C1)(C2=CC=CC=C2)C3=CC=CC=C3)([P](C4=CC=CC=C4)(C5=CC=CC=C5)C6=CC=CC=C6)Cl (dichlorobis(triphenylphosphine)palladium), [Cu]I (CuI). The solvent is C(C)(=O)OCC (ethyl acetate). Run at temperature 90 celsius. Product: NC1=C(C2=C(C(=N1)N(C(OC(C)(C)C)=O)C)N=CN2C)C#CC2=CC(=CC(=C2)F)C#N (tert-butyl 6-amino-7-((3-cyano-5-fluorophenyl)ethynyl)-1-methyl-1H-imidazo[4,5-c]pyridin-4-yl(methyl)carbamate). RXN SMILES: [C:1]([O:5][C:6](=[O:21])[N:7]([C:9]1[C:14]2[N:15]=[CH:16][N:17]([CH3:18])[C:13]=2[C:12](I)=[C:11]([NH2:20])[N:10]=1)[CH3:8])([CH3:4])([CH3:3])[CH3:2].[C:22]([C:24]1[CH:25]=[C:26]([CH:29]=[C:30]([F:32])[CH:31]=1)[C:27]#[N:28])#[CH:23].C(NC(C)C)(C)C.CN(C)C=O>C(OCC)(=O)C.Cl[Pd](Cl)([P](C1C=CC=CC=1)(C1C=CC=CC=1)C1C=CC=CC=1)[P](C1C=CC=CC=1)(C1C=CC=CC=1)C1C=CC=CC=1.[Cu]I>[NH2:20][C:11]1[N:10]=[C:9]([N:7]([CH3:8])[C:6](=[O:21])[O:5][C:1]([CH3:4])([CH3:3])[CH3:2])[C:14]2[N:15]=[CH:16][N:17]([CH3:18])[C:13]=2[C:12]=1[C:23]#[C:22][C:24]1[CH:31]=[C:30]([F:32])[CH:29]=[C:26]([C:27]#[N:28])[CH:25]=1 |^1:53,72|. Procedure: A1.12 tert-Butyl-6-amino-7-iodo-1-methyl-1H-imidazo[4,5-c]pyridin-4-yl(methyl)carbamate (3.2 g, 7.9 mmol), dichlorobis(triphenylphosphine)palladium (270 mg, 0.38 mmol), 3-ethynyl-5-fluorobenzonitrile (C1.2) (1.5 g, 10 mmol), CuI (75 mg, 0.39 mmol), diisopropylamine (15 mL) were added to N,N-dimethylformamide (15 mL). The reaction mixture was heated at 90° C. (in preheated oil bath) for 60 min. Additional 3-ethynyl-5-fluorobenzonitrile (C1.2) (0.5 g, 3.4 mmol) was added to the reaction mixture an...